This data is from the Open Reaction Database (ORD), a public repository of structured organic reaction records. The task is: describe an organic reaction: reactants, conditions, products, and yield Starting materials: C(CC)C=1N(C2=C(C=NC=3C=CC=CC23)N1)CCC(=O)OCC (Ethyl 3-(2-propyl-1H-imidazo[4,5-c]quinolin-1-yl)propanoate), C(C)(=O)[O-].[NH4+] (ammonium acetate). The product is C(CC)C=1N(C2=C(C=NC=3C=CC=CC23)N1)CCC(=O)N (3-(2-propyl-1H-imidazo[4,5-c]quinolin-1-yl)propanamide). Isolated yield 86.3%. Reaction SMILES: [CH2:1]([C:4]1[N:5]([CH2:17][CH2:18][C:19]([O:21]CC)=O)[C:6]2[C:15]3[CH:14]=[CH:13][CH:12]=[CH:11][C:10]=3[N:9]=[CH:8][C:7]=2[N:16]=1)[CH2:2][CH3:3].C([O-])(=O)C.[NH4+:28]>>[CH2:1]([C:4]1[N:5]([CH2:17][CH2:18][C:19]([NH2:28])=[O:21])[C:6]2[C:15]3[CH:14]=[CH:13][CH:12]=[CH:11][C:10]=3[N:9]=[CH:8][C:7]=2[N:16]=1)[CH2:2][CH3:3] |f:1.2|. Reported procedure: Ethyl 3-(2-propyl-1H-imidazo[4,5-c]quinolin-1-yl)propanoate (5.0 g, 16 mmol) was treated with ammonium acetate (25.0 g) according to the method described in Part B of Example 9 to provide 3.9 g of 3-(2-propyl-1H-imidazo[4,5-c]quinolin-1-yl)propanamide, which was used without purification. The solvent is O (Water), COCCOC (1,2-dimethoxyethane). Yield: 62.0%. Starting materials: BrC=1C=C(SC1Br)C(=O)OCC (Ethyl 4,5-dibromothiophene-2-carboxylate), FC=1C=C(C=C(C1)B1OC(C(O1)(C)C)(C)C)C#N (3-Fluoro-5-(4,4,5,5-tetramethyl-1,3,2-dioxaborolan-2-yl)benzenecarbonitrile), C([O-])([O-])=O.[Cs+].[Cs+] (cesium carbonate), C1(CCCCC1)P(C1=C(C=CC=C1)C1=C(C=C(C=C1C(C)C)C(C)C)C(C)C)C1CCCCC1 (dicyclohexyl[2′,4′,6′-tri(propan-2-yl)biphenyl-2-yl]phosphane). Procedure: Under argon, 1.50 g (4.78 mmol) of the compound from Example 8A are provided in 75 ml of 1,2-dimethoxyethane, and 1.30 g (5.26 mmol) of the compound from Example 5A, 4.67 g (14.3 mmol) of cesium carbonate, 159 mg (0.33 mmol) of dicyclohexyl[2′,4′,6′-tri(propan-2-yl)biphenyl-2-yl]phosphane and 32.0 mg (0.14 mmol) of palladium(II) acetate are added. The mixture is stirred at 50° C. overnight. Water is subsequently added, the mixture is extracted with ethyl acetate and the extract is dried over sod... RXN SMILES: [Br:1][C:2]1[CH:3]=[C:4]([C:8]([O:10][CH2:11][CH3:12])=[O:9])[S:5][C:6]=1Br.[F:13][C:14]1[CH:15]=[C:16]([C:29]#[N:30])[CH:17]=[C:18](B2OC(C)(C)C(C)(C)O2)[CH:19]=1.C(=O)([O-])[O-].[Cs+].[Cs+].C1(P(C2CCCCC2)C2C=CC=CC=2C2C(C(C)C)=CC(C(C)C)=CC=2C(C)C)CCCCC1>COCCOC.C([O-])(=O)C.[Pd+2].C([O-])(=O)C.O>[Br:1][C:2]1[CH:3]=[C:4]([C:8]([O:10][CH2:11][CH3:12])=[O:9])[S:5][C:6]=1[C:18]1[CH:19]=[C:14]([F:13])[CH:15]=[C:16]([C:29]#[N:30])[CH:17]=1 |f:2.3.4,7.8.9|. Yields the product BrC=1C=C(SC1C1=CC(=CC(=C1)F)C#N)C(=O)OCC (ethyl 4-bromo-5-(3-cyano-5-fluorophenyl)thiophene-2-carboxylate). The reagents and catalysts are C(C)(=O)[O-].[Pd+2].C(C)(=O)[O-] (palladium(II) acetate). Run at temperature 50 celsius, time 8 hour. The reactants are CC1(C)OC(=O)c2ccccc2C1n1cncc1CO, O=S(Cl)Cl. Product: CC1(C)OC(=O)c2ccccc2C1n1cncc1CCl. As a reaction SMILES: [OH:1][CH2:2][c:3]1[cH:4][n:5][cH:6][n:7]1[CH:8]1[C:9]([CH3:19])([CH3:20])[O:10][C:11](=[O:18])[c:12]2[cH:13][cH:14][cH:15][cH:16][c:17]21.[S:21]([Cl:22])([Cl:23])=[O:24]>>[CH2:2]([c:3]1[cH:4][n:5][cH:6][n:7]1[CH:8]1[C:9]([CH3:19])([CH3:20])[O:10][C:11](=[O:18])[c:12]2[cH:13][cH:14][cH:15][cH:16][c:17]21)[Cl:23]. The reactants are S=C([S-])NCc1ccco1, ClCCl, [O-]Cl, [NH4+], [Na+]. Yields the product S=C=NCc1ccco1. RXN SMILES: [CH2:4]([c:5]1[cH:6][cH:7][cH:8][o:9]1)[NH:10][C:11]([S-:12])=[S:13].[Cl:15][CH2:16][Cl:17].[Cl:1][O-:2].[NH4+:14].[Na+:3]>>[CH2:4]([c:5]1[cH:6][cH:7][cH:8][o:9]1)[N:10]=[C:11]=[S:12]. Reactants: FC=1C=CC2=C(N=C(S2)C)C1 (5-Fluoro-2-methylbenzothiazole), [OH-].[Na+] (sodium hydroxide), thiol. Solvent: C(CO)O (ethylene glycol). Yields the product FC=1C=CC(=C(N)C1)SC (5-fluoro-2-(methylthio)aniline). Reaction SMILES: [F:1][C:2]1[CH:3]=[CH:4][C:5]2[S:9][C:8](C)=[N:7][C:6]=2[CH:11]=1.[OH-].[Na+]>C(O)CO>[F:1][C:2]1[CH:3]=[CH:4][C:5]([S:9][CH3:8])=[C:6]([CH:11]=1)[NH2:7] |f:1.2|. Reported procedure: 5-Fluoro-2-methylbenzothiazole was heated with ethylene glycol and 10N sodium hydroxide solution and the resulting thiol methylated using procedures similar to those described in Example 5, to give 5-fluoro-2-(methylthio)aniline. Starting materials: O=C1OC(=O)c2ccccc21, Cc1ccncn1, CO. Yields the product O=C1c2ccccc2C(=O)C1c1ccncn1. Reaction SMILES: [C:1]1(=[O:11])[c:2]2[c:3]([cH:7][cH:8][cH:9][cH:10]2)[C:4](=[O:5])[O:6]1.[CH3:12][c:13]1[n:14][cH:15][n:16][cH:17][cH:18]1.[CH3:19][OH:20]>>[C:1]1(=[O:11])[c:2]2[c:3]([cH:7][cH:8][cH:9][cH:10]2)[C:4](=[O:6])[CH:12]1[c:13]1[n:14][cH:15][n:16][cH:17][cH:18]1. Procedure details: 78.1 mg of solid beige-coloured 3-{4-[3-(3-fluoro-5-trifluoromethylphenyl)-ureido]phenyl}-1H-pyrrolo[2,3-b]pyridine-2-carboxamide are prepared as described in Example 7 starting with 3-(4-aminophenyl)-1H-pyrrolo[2,3-b]-pyridine-2-carboxamide and 3-fluoro-5-trifluoromethylphenyl isocyanate. As a reaction SMILES: [NH2:1][C:2]1[CH:7]=[CH:6][C:5]([C:8]2[C:16]3[C:11](=[N:12][CH:13]=[CH:14][CH:15]=3)[NH:10][C:9]=2[C:17]([NH2:19])=[O:18])=[CH:4][CH:3]=1.[F:20][C:21]1[CH:22]=[C:23]([N:31]=[C:32]=[O:33])[CH:24]=[C:25]([C:27]([F:30])([F:29])[F:28])[CH:26]=1>>[F:20][C:21]1[CH:22]=[C:23]([NH:31][C:32](=[O:33])[NH:1][C:2]2[CH:3]=[CH:4][C:5]([C:8]3[C:16]4[C:11](=[N:12][CH:13]=[CH:14][CH:15]=4)[NH:10][C:9]=3[C:17]([NH2:19])=[O:18])=[CH:6][CH:7]=2)[CH:24]=[C:25]([C:27]([F:29])([F:30])[F:28])[CH:26]=1. The product is solid, FC=1C=C(C=C(C1)C(F)(F)F)NC(NC1=CC=C(C=C1)C1=C(NC2=NC=CC=C21)C(=O)N)=O (3-{4-[3-(3-fluoro-5-trifluoromethylphenyl)-ureido]phenyl}-1H-pyrrolo[2,3-b]pyridine-2-carboxamide). The reactants are NC1=CC=C(C=C1)C1=C(NC2=NC=CC=C21)C(=O)N (3-(4-aminophenyl)-1H-pyrrolo[2,3-b]-pyridine-2-carboxamide), FC=1C=C(C=C(C1)C(F)(F)F)N=C=O (3-fluoro-5-trifluoromethylphenyl isocyanate).